From a dataset of the Open Reaction Database (ORD), a public repository of structured organic reaction records. describe an organic reaction: reactants, conditions, products, and yield Reactants: O1C(CCCN(S(=O)(=O)C)CCCCCCC(=O)OCC)C1 (ethyl 7-[N-(4,5-epoxypentyl)methanesulfonamido]heptanoate), [H-].[Na+] (sodium hydride), O (water), heavy oil, FC1=CC=C(C=C1)O (p-fluorophenol). Run in C1=CC=CC=C1 (benzene), CN(C=O)C (dimethylformamide), C1=CC=CC=C1 (benzene), CN(C=O)C (dimethylformamide). Reaction conditions: time 30 minute. Yields the product OC(CCCN(S(=O)(=O)C)CCCCCCC(=O)OCC)COC1=CC=C(C=C1)F (Ethyl 7-{N-[4-hydroxy-5-(4-fluorophenoxy)pentyl]methanesulfonamido}heptanoate). As a reaction SMILES: [H-].[Na+].[F:3][C:4]1[CH:9]=[CH:8][C:7]([OH:10])=[CH:6][CH:5]=1.[O:11]1[CH2:32][CH:12]1[CH2:13][CH2:14][CH2:15][N:16]([CH2:21][CH2:22][CH2:23][CH2:24][CH2:25][CH2:26][C:27]([O:29][CH2:30][CH3:31])=[O:28])[S:17]([CH3:20])(=[O:19])=[O:18].O>CN(C)C=O.C1C=CC=CC=1>[OH:11][CH:12]([CH2:32][O:10][C:7]1[CH:8]=[CH:9][C:4]([F:3])=[CH:5][CH:6]=1)[CH2:13][CH2:14][CH2:15][N:16]([CH2:21][CH2:22][CH2:23][CH2:24][CH2:25][CH2:26][C:27]([O:29][CH2:30][CH3:31])=[O:28])[S:17]([CH3:20])(=[O:18])=[O:19] |f:0.1|. Reported procedure: To a stirred suspension of sodium hydride (57%) (278 mg., 0.0065 mole) in a solvent mixture of benzene (25 ml.) and dimethylformamide (25 ml.) is added, over 30 minutes, a solution of p-fluorophenol (730 mg., 0.065 mole) in dimethylformamide (10 ml.). This mixture is stirred 30 minutes at room temperature, then treated with a solution of ethyl 7-[N-(4,5-epoxypentyl)methanesulfonamido]heptanoate (2.2 g., 0.0065 mole) in benzene (10 ml.). The reaction is heated at 90° C. for eighteen hours, then c... The reactants are COC([C@@H](N)CC1=CNC2=CC=CC=C12)=O (racemic tryptophan methyl ester), OC=1C=C(C=O)C=CC1OC (3-hydroxy4-methoxybenzaldehyde). The product is OC=1C=C(C=CC1OC)C1NC(CC2=C1NC1=CC=CC=C21)C(=O)OC (Methyl 1,2,3,4-tetrahydro-1-(3-hydroxy4-methoxyphenyl)-9H-pyrido[3,4-b]indole-3-carboxylate). RXN SMILES: [CH3:1][O:2][C:3](=[O:16])[C@H:4]([CH2:6][C:7]1[C:15]2[C:10](=[CH:11][CH:12]=[CH:13][CH:14]=2)[NH:9][CH:8]=1)[NH2:5].[OH:17][C:18]1[CH:19]=[C:20]([CH:23]=[CH:24][C:25]=1[O:26][CH3:27])[CH:21]=O>>[OH:17][C:18]1[CH:19]=[C:20]([CH:21]2[C:8]3[NH:9][C:10]4[C:15]([C:7]=3[CH2:6][CH:4]([C:3]([O:2][CH3:1])=[O:16])[NH:5]2)=[CH:14][CH:13]=[CH:12][CH:11]=4)[CH:23]=[CH:24][C:25]=1[O:26][CH3:27]. Procedure details: The same method but starting from racemic tryptophan methyl ester and 3-hydroxy4-methoxybenzaldehyde gave the title compound as a yellow solid m.p.:140°-148° C. Reactants: C(C1=CC=CC=C1)OCN1C=CC=2C1=NC=CC2Cl (1-benzyloxymethyl-4-chloro-1H-pyrrolo[2,3-b]pyridine), C1=CC(=CC=C1N)O (P-Aminophenol), CC(C)([O-])C.[K+] (potassium t-butoxide), C([O-])([O-])=O.[K+].[K+] (potassium carbonate). The solvent is CN1CCCC1=O (NMP), CN1CCCC1=O (NMP). Reaction conditions: time 1 hour. Product: C(C1=CC=CC=C1)OCN1C=CC=2C1=NC=CC2OC2=CC=C(N)C=C2 (4-(1-benzyloxymethyl-1H-pyrrolo[2,3-b]pyridin-4-yloxy)aniline). Isolated yield 86.5%. RXN SMILES: [CH:1]1[C:6]([NH2:7])=[CH:5][CH:4]=[C:3]([OH:8])[CH:2]=1.CC(C)([O-])C.[K+].C(=O)([O-])[O-].[K+].[K+].[CH2:21]([O:28][CH2:29][N:30]1[C:34]2=[N:35][CH:36]=[CH:37][C:38](Cl)=[C:33]2[CH:32]=[CH:31]1)[C:22]1[CH:27]=[CH:26][CH:25]=[CH:24][CH:23]=1>CN1C(=O)CCC1>[CH2:21]([O:28][CH2:29][N:30]1[C:34]2=[N:35][CH:36]=[CH:37][C:38]([O:8][C:3]3[CH:4]=[CH:5][C:6]([NH2:7])=[CH:1][CH:2]=3)=[C:33]2[CH:32]=[CH:31]1)[C:22]1[CH:23]=[CH:24][CH:25]=[CH:26][CH:27]=1 |f:1.2,3.4.5|. Reported procedure: P-Aminophenol (8.4 g, 77 mmol) and potassium t-butoxide (14.4 g, 77 mmol) were dissolved in NMP (150 mL), and potassium carbonate (9 g, 39 mmol) was added thereto. The resulting mixture was stirred at room temperature for 1 hour, and an NMP (10 mL) solution of 1-benzyloxymethyl-4-chloro-1H-pyrrolo[2,3-b]pyridine (20 g, 73.3 mmol) was dropwise added thereto at 180° C. over 15 minutes. Subsequently, the mixture was stirred for 2 hours. The reaction container was cooled, and the content was poured ... Starting materials: NC=1C(=C(C=CC1)C=1C=C(C(N(C1)C)=O)NC1=NC=C(C=C1)C(=O)N1CCOCC1)C(O[SiH2]C(C)(C)C)(C)C (5-[3-Amino-2-(tert-butyl-dimethyl-silanyloxymethyl)-phenyl]-1-methyl-3-[5-(morpholine-4-carbonyl)-pyridin-2-ylamino]-1H-pyridin-2-one), BrC1=CC(=C(C=C1)S(=O)(=O)Cl)CCBr (4-bromo-2-(2-bromo-ethyl)-benzenesulfonyl chloride), CCN(C(C)C)C(C)C (DIPEA), BrC1=CC(=C(C=C1)S(=O)(=O)Cl)CCBr (4-bromo-2-(2-bromo-ethyl)-benzenesulfonyl chloride), CCN(C(C)C)C(C)C (DIPEA). Solvent: ClC(C)Cl (dichloroethane). The product is BrC=1C=CC2=C(CCN(S2(=O)=O)C=2C(=C(C=CC2)C=2C=C(C(NC2)=O)NC2=NC=C(C=C2)C(=O)N2CCOCC2)C(O[SiH2]C(C)(C)C)(C)C)C1 (5-[3-(6-Bromo-1,1-dioxo-3,4-dihydro-1H-1lambda*6*-benzo[e][1,2]thiazin-2-yl)-2-(tert-butyl-dimethyl-silanyloxymethyl)-phenyl]-3-[5-(morpholine-4-carbonyl)-pyridin-2-ylamino]-1H-pyridin-2-one). The yield is 53.4%. RXN SMILES: [NH2:1][C:2]1[C:3]([C:31]([CH3:39])([CH3:38])[O:32][SiH2:33][C:34]([CH3:37])([CH3:36])[CH3:35])=[C:4]([C:8]2[CH:9]=[C:10]([NH:16][C:17]3[CH:22]=[CH:21][C:20]([C:23]([N:25]4[CH2:30][CH2:29][O:28][CH2:27][CH2:26]4)=[O:24])=[CH:19][N:18]=3)[C:11](=[O:15])[N:12](C)[CH:13]=2)[CH:5]=[CH:6][CH:7]=1.[Br:40][C:41]1[CH:46]=[CH:45][C:44]([S:47](Cl)(=[O:49])=[O:48])=[C:43]([CH2:51][CH2:52]Br)[CH:42]=1.CCN(C(C)C)C(C)C>ClC(Cl)C>[Br:40][C:41]1[CH:46]=[CH:45][C:44]2[S:47](=[O:49])(=[O:48])[N:1]([C:2]3[C:3]([C:31]([CH3:39])([CH3:38])[O:32][SiH2:33][C:34]([CH3:36])([CH3:35])[CH3:37])=[C:4]([C:8]4[CH:9]=[C:10]([NH:16][C:17]5[CH:22]=[CH:21][C:20]([C:23]([N:25]6[CH2:26][CH2:27][O:28][CH2:29][CH2:30]6)=[O:24])=[CH:19][N:18]=5)[C:11](=[O:15])[NH:12][CH:13]=4)[CH:5]=[CH:6][CH:7]=3)[CH2:52][CH2:51][C:43]=2[CH:42]=1. Procedure: The mixture of 5-[3-Amino-2-(tert-butyl-dimethyl-silanyloxymethyl)-phenyl]-1-methyl-3-[5-(morpholine-4-carbonyl)-pyridin-2-ylamino]-1H-pyridin-2-one (0.2 g, 0.36 mmol), 4-bromo-2-(2-bromo-ethyl)-benzenesulfonyl chloride (0.4 g, 1.08 mmol) and DIPEA (1 mL) in dichloroethane (10 mL) was microwaved at 120° C. for 30 min, then added 4-bromo-2-(2-bromo-ethyl)-benzenesulfonyl chloride (0.4 g, 1.08 mmol) and DIPEA (1 mL) and microwaved at 120° C. for 30 min. After repeating this process three times, th... Conditions: time 4 hour. Reaction SMILES: [CH3:1][C:2]1[N:3]([C:7]2[CH:8]=[CH:9][C:10]([N+:15]([O-:17])=[O:16])=[C:11]([CH:14]=2)[CH:12]=[O:13])[CH:4]=[CH:5][N:6]=1.CO.[BH4-].[Na+]>O>[CH3:1][C:2]1[N:3]([C:7]2[CH:8]=[CH:9][C:10]([N+:15]([O-:17])=[O:16])=[C:11]([CH:14]=2)[CH2:12][OH:13])[CH:4]=[CH:5][N:6]=1 |f:2.3|. Reactants: CC=1N(C=CN1)C=1C=CC(=C(C=O)C1)[N+](=O)[O-] (5-(2-methylimidazol-1-yl)-2-nitrobenzaldehyde), CO (methanol), [BH4-].[Na+] (sodium borohydride). The solvent is O (Water). Product: CC=1N(C=CN1)C=1C=CC(=C(CO)C1)[N+](=O)[O-] (5-(2-methylimidazol-1-yl)-2-nitrobenzylalcohol). The yield is 102.3%. Procedure details: To a solution of 5-(2-methylimidazol-1-yl)-2-nitrobenzaldehyde (349 mg) and methanol (5.0 ml) was added slowly sodium borohydride (114 mg) at 0° C. and the mixture was stirred at room temperature for 4 hours. Methanol was distilled at reduced pressure to give a residue. Water was added to the residue and the mixture was stirred at room temperature for 30 minutes, filtered and dried to give 360 mg (100%) of the title compound. Starting materials: CC1(C)CCSc2ccc(Br)cc21, C1CCOC1, O=CN1CCOCC1, [Cl-], [Mg], [NH4+]. Yields the product CC1(C)CCSc2ccc(C=O)cc21. As a reaction SMILES: [Br:1][c:2]1[cH:3][cH:4][c:5]2[c:6]([cH:13]1)[C:7]([CH3:11])([CH3:12])[CH2:8][CH2:9][S:10]2.[CH2:25]1[O:26][CH2:27][CH2:28][CH2:29]1.[CH:15](=[O:16])[N:17]1[CH2:18][CH2:19][O:20][CH2:21][CH2:22]1.[Cl-:23].[Mg:14].[NH4+:24]>>[c:2]1([CH:15]=[O:16])[cH:3][cH:4][c:5]2[c:6]([cH:13]1)[C:7]([CH3:11])([CH3:12])[CH2:8][CH2:9][S:10]2. The reactants are O=C([O-])O, CC(=O)O, [K+], O=N[O-], Nc1ccc(SCc2ncon2)cc1, [Na+], [Na+], O, N#C[S-], N#C[S-], O=S(=O)(O)O. The product is N#CSc1ccc(SCc2ncon2)cc1. RXN SMILES: [C:26](=[O:27])([O-:28])[OH:29].[CH3:32][C:33](=[O:34])[OH:35].[K+:22].[N:1]([O-:2])=[O:3].[NH2:5][c:6]1[cH:7][cH:8][c:9]([S:12][CH2:13][c:14]2[n:15][o:16][cH:17][n:18]2)[cH:10][cH:11]1.[Na+:30].[Na+:4].[OH2:31].[S-:19][C:20]#[N:21].[S-:23][C:24]#[N:25].[S:36](=[O:37])(=[O:38])([OH:39])[OH:40]>>[c:6]1([S:19][C:20]#[N:21])[cH:7][cH:8][c:9]([S:12][CH2:13][c:14]2[n:15][o:16][cH:17][n:18]2)[cH:10][cH:11]1.